Dataset: the Open Reaction Database (ORD), a public repository of structured organic reaction records. Task: describe an organic reaction: reactants, conditions, products, and yield Reactants: OCCC1CC(c2cccc(Br)c2)C1, CCOCC, CCCC[N+](CCCC)(CCCC)CCCC, COS(=O)(=O)OC, [I-], [Na+], [OH-]. Product: COCCC1CC(c2cccc(Br)c2)C1. As a reaction SMILES: [Br:1][c:2]1[cH:3][c:4]([CH:8]2[CH2:9][CH:10]([CH2:12][CH2:13][OH:14])[CH2:11]2)[cH:5][cH:6][cH:7]1.[CH2:24]([O:25][CH2:26][CH3:27])[CH3:28].[CH2:30]([N+:31]([CH2:32][CH2:33][CH2:34][CH3:35])([CH2:36][CH2:37][CH2:38][CH3:39])[CH2:40][CH2:41][CH2:42][CH3:43])[CH2:44][CH2:45][CH3:46].[CH3:17][O:18][S:19]([O:20][CH3:21])(=[O:22])=[O:23].[I-:29].[Na+:16].[OH-:15]>>[Br:1][c:2]1[cH:3][c:4]([CH:8]2[CH2:9][CH:10]([CH2:12][CH2:13][O:14][CH3:17])[CH2:11]2)[cH:5][cH:6][cH:7]1. Starting materials: CC(=O)O, ClCCl, NCc1ccc(CN(Cc2ccccn2)S(=O)(=O)c2ccccc2[N+](=O)[O-])cc1, O=C1CCc2cccc(O)c2C1. Yields the product O=[N+]([O-])c1ccccc1S(=O)(=O)N(Cc1ccc(CNC2CCc3cccc(O)c3C2)cc1)Cc1ccccn1. As a reaction SMILES: [CH3:45][C:46](=[O:47])[OH:48].[Cl:42][CH2:43][Cl:44].[N+:13](=[O:14])([O-:15])[c:16]1[c:17]([S:22](=[O:23])(=[O:24])[N:25]([CH2:26][c:27]2[cH:28][cH:29][c:30]([CH2:33][NH2:34])[cH:31][cH:32]2)[CH2:35][c:36]2[n:37][cH:38][cH:39][cH:40][cH:41]2)[cH:18][cH:19][cH:20][cH:21]1.[OH:1][c:2]1[cH:3][cH:4][cH:5][c:6]2[c:11]1[CH2:10][C:9](=[O:12])[CH2:8][CH2:7]2>>[OH:1][c:2]1[cH:3][cH:4][cH:5][c:6]2[c:11]1[CH2:10][CH:9]([NH:34][CH2:33][c:30]1[cH:29][cH:28][c:27]([CH2:26][N:25]([S:22]([c:17]3[c:16]([N+:13](=[O:14])[O-:15])[cH:21][cH:20][cH:19][cH:18]3)(=[O:23])=[O:24])[CH2:35][c:36]3[n:37][cH:38][cH:39][cH:40][cH:41]3)[cH:32][cH:31]1)[CH2:8][CH2:7]2. Starting materials: CN(C)C=O, Cl, CCCN1CCC(c2cccc(S(C)(=O)=O)c2F)CC1, N#C[Na]. The product is CCCN1CCC(c2cccc(S(C)(=O)=O)c2C#N)CC1. RXN SMILES: [CH3:25][N:26]([CH3:27])[CH:28]=[O:29].[ClH:24].[F:1][c:2]1[c:3]([CH:12]2[CH2:13][CH2:14][N:15]([CH2:18][CH2:19][CH3:20])[CH2:16][CH2:17]2)[cH:4][cH:5][cH:6][c:7]1[S:8](=[O:9])(=[O:10])[CH3:11].[Na:21][C:22]#[N:23]>>[c:2]1([C:22]#[N:23])[c:3]([CH:12]2[CH2:13][CH2:14][N:15]([CH2:18][CH2:19][CH3:20])[CH2:16][CH2:17]2)[cH:4][cH:5][cH:6][c:7]1[S:8](=[O:9])(=[O:10])[CH3:11].